From a dataset of the Open Reaction Database (ORD), a public repository of structured organic reaction records. describe an organic reaction: reactants, conditions, products, and yield Starting materials: C(C1=CC=CC=C1)OC(=O)N1C[C@H](CC1)C1(CC1)C(=O)OCC (ethyl 1-(1-benzyloxycarbonyl-3-(R)-pyrrolidinyl)cyclopropanecarboxylate), [OH-].[Na+] (sodium hydroxide). Solvent: C(C)O (ethanol), C(C)O (ethanol). Conditions: time 5 day. Yields the product C(C1=CC=CC=C1)OC(=O)N1C[C@H](CC1)C1(CC1)C(=O)O (1-(1-Benzyloxycarbonyl-3-(R)-pyrrolidinyl)cyclopropanecarboxylic acid). RXN SMILES: [CH2:1]([O:8][C:9]([N:11]1[CH2:15][CH2:14][C@H:13]([C:16]2([C:19]([O:21]CC)=[O:20])[CH2:18][CH2:17]2)[CH2:12]1)=[O:10])[C:2]1[CH:7]=[CH:6][CH:5]=[CH:4][CH:3]=1.[OH-].[Na+]>C(O)C>[CH2:1]([O:8][C:9]([N:11]1[CH2:15][CH2:14][C@H:13]([C:16]2([C:19]([OH:21])=[O:20])[CH2:17][CH2:18]2)[CH2:12]1)=[O:10])[C:2]1[CH:3]=[CH:4][CH:5]=[CH:6][CH:7]=1 |f:1.2|. Procedure details: A 5.26 g (16.6 mmol) portion of ethyl 1-(1-benzyloxycarbonyl-3-(R)-pyrrolidinyl)cyclopropanecarboxylate was dissolved in 300 ml of ethanol, and the solution was cooled in an ice bath, mixed with 16.6 ml of 10N sodium hydroxide aqueous solution and then stirred at room temperature for 5 days. After completion of the reaction, ethanol was evaporated, and the remaining water layer was then acidified with hydrochloric acid and extracted with diethyl ether (50 ml×4). The organic layers were combined ... Starting materials: [H-].[Na+] (Sodium hydride), ice water, OC1=C(C=O)C=CC=C1O (2,3-dihydroxybenzaldehyde), [H-].[Na+] (sodium hydride), C(C1=CC=CC=C1)Br (benzyl bromide). Run in CN(C=O)C (N,N-dimethylformamide). Reaction conditions: time 10 minute. The product is C(C1=CC=CC=C1)OC1=C(C=O)C=CC=C1OCC1=CC=CC=C1 (2,3-bis-benzyloxy-benzaldehyde). Yield: 161.2%. As a reaction SMILES: [OH:1][C:2]1[C:9]([OH:10])=[CH:8][CH:7]=[CH:6][C:3]=1[CH:4]=[O:5].[H-].[Na+].[CH2:13](Br)[C:14]1[CH:19]=[CH:18][CH:17]=[CH:16][CH:15]=1>CN(C)C=O>[CH2:13]([O:1][C:2]1[C:9]([O:10][CH2:4][C:3]2[CH:6]=[CH:7][CH:8]=[CH:9][CH:2]=2)=[CH:8][CH:7]=[CH:6][C:3]=1[CH:4]=[O:5])[C:14]1[CH:19]=[CH:18][CH:17]=[CH:16][CH:15]=1 |f:1.2|. Reported procedure: To a solution of 2,3-dihydroxybenzaldehyde (61, 25 g, 0.18 mol) in N,N-dimethylformamide (150 mL) tetrahydrofuran (250 mL), sodium hydride (7.24 g, 0.18 mol) was added at 0° C. under an atmosphere of nitrogen. The reaction mixture was allowed to warm to room temperature and was stirred at room temperature for 10 minutes. To the reaction mixture was then added benzyl bromide (54 mL, 0.45 mol). The reaction mixture was stirred at room temperature under an atmosphere of nitrogen for 3 hours, then c... Starting materials: CS(=O)(=O)C1=CC=C(C=C1)C=1N=CC(=NC1)OC(C)C1CCN(CC1)C(=O)OC(C)C ((±)-1-methylethyl 4-[1-({5-[4-(methylsulfonyl)phenyl]-2-pyrazinyl}oxy)ethyl]-1-piperidinecarboxylate), C(=O)=O (CO2). Run in CO (MeOH). Product: CS(=O)(=O)C1=CC=C(C=C1)C=1N=CC(=NC1)O[C@@H](C)C1CCN(CC1)C(=O)OC(C)C (1-Methylethyl 4-[(1S)-1-({5-[4-(methylsulfonyl)phenyl]-2-pyrazinyl}oxy)ethyl]-1-piperidinecarboxylate). RXN SMILES: [CH3:1][S:2]([C:5]1[CH:10]=[CH:9][C:8]([C:11]2[N:12]=[CH:13][C:14]([O:17][CH:18]([CH:20]3[CH2:25][CH2:24][N:23]([C:26]([O:28][CH:29]([CH3:31])[CH3:30])=[O:27])[CH2:22][CH2:21]3)[CH3:19])=[N:15][CH:16]=2)=[CH:7][CH:6]=1)(=[O:4])=[O:3].C(=O)=O>CO>[CH3:1][S:2]([C:5]1[CH:10]=[CH:9][C:8]([C:11]2[N:12]=[CH:13][C:14]([O:17][C@H:18]([CH:20]3[CH2:25][CH2:24][N:23]([C:26]([O:28][CH:29]([CH3:31])[CH3:30])=[O:27])[CH2:22][CH2:21]3)[CH3:19])=[N:15][CH:16]=2)=[CH:7][CH:6]=1)(=[O:4])=[O:3]. Reported procedure: The racemic 1-methylethyl 4-[1-({5-[4-(methylsulfonyl)phenyl]-2-pyrazinyl}oxy)ethyl]-1-piperidinecarboxylate (prepared as in Example 162) was subjected to Chiral HPLC [column: AS-H, column mobile phase: 85% CO2: 15% MeOH (2 mL/min), pressure 140 bar, temperature 40° C., 215 nm] analysis and then separated to give two (R and S) enantiomers, which were further purified by chromatography on an ISCO silica gel column using 0 to 50% EtOAc/hexanes. The title compound was isolated as a white foam with ... The reactants are C(C)(C)(C)OC(=O)NCC(=O)OCCl (chloromethyl 2-((tert-butoxycarbonyl)amino)acetate), ClC1=CC=C(C=C1)C=1C=C2C(=NC1)NC=C2C(=O)C=2C(=C(C=CC2F)NS(=O)(=O)CCC)F (N-(3-(5-(4-chlorophenyl)-1H-pyrrolo[2,3-b]pyridine-3-carbonyl)-2,4-difluorophenyl)propane-1-sulfonamide), [OH-].[K+] (KOH). Run in CN(C)C=O (DMF), CN(C)C=O (DMF). The product is Cl.NCC(=O)OCN1C=C(C=2C1=NC=C(C2)C2=CC=C(C=C2)Cl)C(C2=C(C(=CC=C2F)NS(=O)(=O)CCC)F)=O ((5-(4-chlorophenyl)-3-(2,6-difluoro-3-(propylsulfonamido)benzoyl)-1H-pyrrolo[2,3-b]pyridin-1-yl)methyl 2-aminoacetate hydrochloride), solid. Isolated yield 33.3%. As a reaction SMILES: [Cl:1][C:2]1[CH:7]=[CH:6][C:5]([C:8]2[CH:9]=[C:10]3[C:16]([C:17]([C:19]4[C:20]([F:33])=[C:21]([NH:26][S:27]([CH2:30][CH2:31][CH3:32])(=[O:29])=[O:28])[CH:22]=[CH:23][C:24]=4[F:25])=[O:18])=[CH:15][NH:14][C:11]3=[N:12][CH:13]=2)=[CH:4][CH:3]=1.[OH-].[K+].C(OC([NH:43][CH2:44][C:45]([O:47][CH2:48]Cl)=[O:46])=O)(C)(C)C>CN(C=O)C>[ClH:1].[NH2:43][CH2:44][C:45]([O:47][CH2:48][N:14]1[C:11]2=[N:12][CH:13]=[C:8]([C:5]3[CH:6]=[CH:7][C:2]([Cl:1])=[CH:3][CH:4]=3)[CH:9]=[C:10]2[C:16]([C:17](=[O:18])[C:19]2[C:24]([F:25])=[CH:23][CH:22]=[C:21]([NH:26][S:27]([CH2:30][CH2:31][CH3:32])(=[O:28])=[O:29])[C:20]=2[F:33])=[CH:15]1)=[O:46] |f:1.2,5.6|. Procedure: The title compound was prepared according to the procedure as described in Example 14 Step 2 using N-(3-(5-(4-chlorophenyl)-1H-pyrrolo[2,3-b]pyridine-3-carbonyl)-2,4-difluorophenyl)propane-1-sulfonamide (0.1 g, 0.2 mmol) in DMF (0.9 mL), KOH (23 mg, 0.4 mmol), a solution of chloromethyl 2-((tert-butoxycarbonyl)amino)acetate (46 mg, 0.2 mmol) in DMF (100 mL). The title compound was purified by a silica gel column chromatography (PE/EtOAc (v/v)=4/1 to 3/1) and was obtained as a white solid (46 mg,... Reactants: CC1=C(SC(=C1)N1C(N(CC1)CCOC1=CC=CC=C1)=O)C(=O)O (3-methyl-5-(2-oxo-3-(2-phenoxyethyl)imidazolidin-1-yl)thiophene-2-carboxylic acid), FC1=CC=C(CN2C(N(CC2)C2=CC(=C(S2)C(=O)O)C)=O)C=C1 (5-(3-(4-fluorobenzyl)-2-oxoimidazolidin-1-yl)-3-methylthiophene-2-carboxylic acid), Cl.O1C(=NC2=C1C=CC=C2)CN (benzo[d]oxazol-2-ylmethanamine hydrochloride). Yields the product O1C(=NC2=C1C=CC=C2)CNC(=O)C=2SC(=CC2C)N2C(N(CC2)CC2=CC=C(C=C2)F)=O (N-(benzo[d]oxazol-2-ylmethyl)-5-(3-(4-fluorobenzyl)-2-oxoimidazolidin-1-yl)-3-methylthiophene-2-carboxamide). Yield: 85.0%. RXN SMILES: CC1C=C(N2CCN(CCOC3C=CC=CC=3)C2=O)SC=1C(O)=O.[F:25][C:26]1[CH:47]=[CH:46][C:29]([CH2:30][N:31]2[CH2:35][CH2:34][N:33]([C:36]3[S:40][C:39]([C:41](O)=[O:42])=[C:38]([CH3:44])[CH:37]=3)[C:32]2=[O:45])=[CH:28][CH:27]=1.Cl.[O:49]1[C:53]2[CH:54]=[CH:55][CH:56]=[CH:57][C:52]=2[N:51]=[C:50]1[CH2:58][NH2:59]>>[O:49]1[C:53]2[CH:54]=[CH:55][CH:56]=[CH:57][C:52]=2[N:51]=[C:50]1[CH2:58][NH:59][C:41]([C:39]1[S:40][C:36]([N:33]2[CH2:34][CH2:35][N:31]([CH2:30][C:29]3[CH:28]=[CH:27][C:26]([F:25])=[CH:47][CH:46]=3)[C:32]2=[O:45])=[CH:37][C:38]=1[CH3:44])=[O:42] |f:2.3|. Procedure details: Following the procedures as described in Example 55, making variations as required to replace 3-methyl-5-(2-oxo-3-(2-phenoxyethyl)imidazolidin-1-yl)thiophene-2-carboxylic acid with 5-(3-(4-fluorobenzyl)-2-oxoimidazolidin-1-yl)-3-methylthiophene-2-carboxylic acid to react with benzo[d]oxazol-2-ylmethanamine hydrochloride, the title compound was obtained as an off-white solid in 85% yield: 1H NMR (300 MHz, CDCl3) δ 7.74-7.68 (m, 1H), 7.56-7.49 (m, 1H), 7.40-7.24 (m, 4H), 7.09-6.99 (m, 2H), 6.50 (t... Starting materials: CO, [H][H], NC(=O)Cn1ccc([N+](=O)[O-])n1, [Pd]. Yields the product NC(=O)Cn1ccc(N)n1. RXN SMILES: [CH3:15][OH:16].[H:13][H:14].[N+:1]([O-:2])(=[O:3])[c:4]1[n:5][n:6]([CH2:9][C:10](=[O:11])[NH2:12])[cH:7][cH:8]1.[Pd:17]>>[NH2:1][c:4]1[n:5][n:6]([CH2:9][C:10](=[O:11])[NH2:12])[cH:7][cH:8]1. The product is [O-][Cl+3]([O-])([O-])[O-], Oc1cccc2c[n+]3ccccc3cc12. Reaction SMILES: [BrH:28].[CH3:6][O:7][c:8]1[cH:9][cH:10][cH:11][c:12]2[c:13]1[cH:14][c:15]1[cH:16][cH:17][cH:18][cH:19][n+:20]1[cH:21]2.[Cl+3:1]([O-:2])([O-:3])([O-:4])[O-:5].[Cl+3:22]([O-:23])([O-:24])([O-:25])[O-:26].[Na+:27]>>[Cl+3:1]([O-:2])([O-:3])([O-:4])[O-:5].[OH:7][c:8]1[cH:9][cH:10][cH:11][c:12]2[c:13]1[cH:14][c:15]1[cH:16][cH:17][cH:18][cH:19][n+:20]1[cH:21]2. Starting materials: Br, COc1cccc2c[n+]3ccccc3cc12, [O-][Cl+3]([O-])([O-])[O-], [O-][Cl+3]([O-])([O-])[O-], [Na+]. Reactants: C(C1=CC=CC=C1)OC(=O)N1CC2(SCCS2)C[C@H]1C(=O)OC (7-benzyloxycarbonyl-1,4-dithia-7-azaspiro[4.4]nonane-8(S)-carboxylic acid, methyl ester), Br (hydrobromic acid), C(C)OCC (diethyl ether). Solvent: C(C)(=O)O (acetic acid). Run at time 2 hour. Yields the product Br.S1CCSC12CN[C@@H](C2)C(=O)OC (1,4-dithia-7-azaspiro [4.4]nonane-8(S)-carboxylic acid, methyl ester hydrobromide). As a reaction SMILES: C(OC([N:11]1[C@H:19]([C:20]([O:22][CH3:23])=[O:21])[CH2:18][C:13]2([S:17][CH2:16][CH2:15][S:14]2)[CH2:12]1)=O)C1C=CC=CC=1.C(OCC)C.[BrH:29]>C(O)(=O)C>[BrH:29].[S:14]1[C:13]2([CH2:18][C@@H:19]([C:20]([O:22][CH3:23])=[O:21])[NH:11][CH2:12]2)[S:17][CH2:16][CH2:15]1 |f:4.5|. Procedure details: Dissolve 3.0 g of 7-benzyloxycarbonyl-1,4-dithia-7-azaspiro[4.4]nonane-8(S)-carboxylic acid, methyl ester in 20 ml of 20% hydrobromic acid in glacial acetic acid and stir the mixture at room temperature for two hours. Add the mixture dropwise to diethyl ether at 0°-5° C. to give 1,4-dithia-7-azaspiro [4.4]nonane-8(S)-carboxylic acid, methyl ester hydrobromide, a brown solid m.p. 156°-158°. Starting materials: C12CNCCC2CN1C1=NC2=CC=CC=C2N=C1 (2-(3,8-diaza-bicyclo[4.2.0]oct-8-yl)-quinoxaline), [C@@H]12CN(CC[C@H]2CN1)C(=O)C1=C(C=CC(=C1)F)N1N=CC=N1 ((1R,6S)-3,8-diazabicyclo[4.2.0]octan-3-yl(5-fluoro-2-(2H-1,2,3-triazol-2-yl)phenyl)methanone), ClC1=NC(=NC(=C1)C)NC (4-chloro-N,6-dimethyl-2-pyrimidinamine). Product: FC=1C=CC(=C(C1)C(=O)N1C[C@@H]2N(C[C@@H]2CC1)C1=NC(=NC(=C1)C)NC)N1N=CC=N1 (4-[(1R,6S)-3-{[5-Fluoro-2-(2H-1,2,3-triazol-2-yl)phenyl]carbonyl}-3,8-diazabicyclo[4.2.0]oct-8-yl]-N,6-dimethylpyrimidin-2-amine). RXN SMILES: C12N(C3C=NC4C(=CC=CC=4)N=3)CC1CCNC2.[C@@H:19]12[NH:26][CH2:25][C@@H:24]1[CH2:23][CH2:22][N:21]([C:27]([C:29]1[CH:34]=[C:33]([F:35])[CH:32]=[CH:31][C:30]=1[N:36]1[N:40]=[CH:39][CH:38]=[N:37]1)=[O:28])[CH2:20]2.Cl[C:42]1[CH:47]=[C:46]([CH3:48])[N:45]=[C:44]([NH:49][CH3:50])[N:43]=1>>[F:35][C:33]1[CH:32]=[CH:31][C:30]([N:36]2[N:40]=[CH:39][CH:38]=[N:37]2)=[C:29]([C:27]([N:21]2[CH2:22][CH2:23][C@@H:24]3[C@@H:19]([N:26]([C:42]4[CH:47]=[C:46]([CH3:48])[N:45]=[C:44]([NH:49][CH3:50])[N:43]=4)[CH2:25]3)[CH2:20]2)=[O:28])[CH:34]=1. Procedure details: The title compound was prepared in a manner analogous to Intermediate 2, Step A, using (1R,6S)-3,8-diazabicyclo[4.2.0]octan-3-yl(5-fluoro-2-(2H-1,2,3-triazol-2-yl)phenyl)methanone and 4-chloro-N,6-dimethyl-2-pyrimidinamine. MS (ESI) mass calcd. for O21H23FN8O, 422.5; m/z found, 423.2 [M+H]+.